This data is from the Open Reaction Database (ORD), a public repository of structured organic reaction records. The task is: describe an organic reaction: reactants, conditions, products, and yield Procedure: The general procedure of Example 35 was repeated using 4-propyl-4-phenyl-4-silacyclohexanone instead of 4-pentyl-4-phenyl-4-silacyclohexanone, and 4-bromo-2,6-difluoro-1-(1,2-dichlorovinyl)benzene instead of 4-bromo-2,6-difluoro-1-(2,2-difluorovinyloxy)benzene, thereby obtaining the intended compound. The reactants are C(CC)[Si]1(CCC(CC1)=O)C1=CC=CC=C1 (4-propyl-4-phenyl-4-silacyclohexanone), BrC1=CC(=C(C(=C1)F)C(=CCl)Cl)F (4-bromo-2,6-difluoro-1-(1,2-dichlorovinyl)benzene). Reaction SMILES: C([Si:4]1([C:11]2[CH:16]=[CH:15]C=CC=2)[CH2:9][CH2:8][C:7](=O)[CH2:6][CH2:5]1)CC.Br[C:18]1[CH:23]=[C:22](F)[C:21]([C:25]([Cl:28])=[CH:26][Cl:27])=[C:20](F)[CH:19]=1>>[CH2:11]([Si@H:4]1[CH2:5][CH2:6][C@H:7]([C:18]2[CH:23]=[CH:22][C:21]([C:18]3[CH:23]=[CH:22][C:21]([C:25]([Cl:28])=[CH:26][Cl:27])=[CH:20][CH:19]=3)=[CH:20][CH:19]=2)[CH2:8][CH2:9]1)[CH2:16][CH3:15]. Product: C(CC)[Si@@H]1CC[C@H](CC1)C1=CC=C(C=C1)C1=CC=C(C=C1)C(=CCl)Cl (4'-(trans-4-n-propyl-4-silacyclohexyl)-4-(1,2-dichlorovinyl)biphenyl). Starting materials: BrC=1C=CC(=C(C(=O)O)C1)OC=1C(=NC=CC1)F (5-bromo-2-(2-fluoropyridin-3-yloxy)benzoic acid), C(C)NCC (diethylamine), CN(C)C(=[N+](C)C)ON1C2=C(C=CC=C2)N=N1.[B-](F)(F)(F)F (TBTU). Run in CN(C)C=O (DMF). Run at time 8 hour. The product is BrC=1C=CC(=C(C(=O)N(CC)CC)C1)OC=1C(=NC=CC1)F (5-bromo-N,N-diethyl-2-(2-fluoropyridin-3-yloxy)benzamide). As a reaction SMILES: [Br:1][C:2]1[CH:3]=[CH:4][C:5]([O:11][C:12]2[C:13]([F:18])=[N:14][CH:15]=[CH:16][CH:17]=2)=[C:6]([CH:10]=1)[C:7]([OH:9])=O.[CH2:19]([NH:21][CH2:22][CH3:23])[CH3:20].CN(C(ON1N=NC2C=CC=CC1=2)=[N+](C)C)C.[B-](F)(F)(F)F>CN(C=O)C>[Br:1][C:2]1[CH:3]=[CH:4][C:5]([O:11][C:12]2[C:13]([F:18])=[N:14][CH:15]=[CH:16][CH:17]=2)=[C:6]([CH:10]=1)[C:7]([N:21]([CH2:22][CH3:23])[CH2:19][CH3:20])=[O:9] |f:2.3|. Procedure: A mixture of crude 5-bromo-2-(2-fluoropyridin-3-yloxy)benzoic acid (8.00 g, 25.6 mmol), diethylamine (6.63 mL, 64.1 mmol) and TBTU (8.23 g, 25.6 mmol) in 8 mL of DMF was stirred overnight. The reaction was quenched with Sat. NaHCO3, extracted with EA/H=2:1, washed with brine, dried over Na2SO4, filtered and evaporated to dryness. CC (DCM to DCM/EA 100:5 to 100:10 to 100:20 to 3:1) gave 5-bromo-N,N-diethyl-2-(2-fluoropyridin-3-yloxy)benzamide as a yellow solid. Starting materials: OCCC1=CC2=C(C(OC2)=O)C=C1C (5-(2-hydroxyethyl)-6-methyl-2-benzofuran-1(3H)-one), TEA, CS(=O)(=O)Cl (MsCl). Solvent: C(Cl)Cl (DCM). Conditions: time 8 hour. The product is CS(=O)(=O)OCCC1=CC2=C(C(OC2)=O)C=C1C (2-(6-methyl-1-oxo-1,3-dihydro-2-benzofuran-5-yl)ethyl methanesulfonate). Reaction SMILES: [OH:1][CH2:2][CH2:3][C:4]1[C:13]([CH3:14])=[CH:12][C:7]2[C:8](=[O:11])[O:9][CH2:10][C:6]=2[CH:5]=1.[CH3:15][S:16](Cl)(=[O:18])=[O:17]>C(Cl)Cl>[CH3:15][S:16]([O:1][CH2:2][CH2:3][C:4]1[C:13]([CH3:14])=[CH:12][C:7]2[C:8](=[O:11])[O:9][CH2:10][C:6]=2[CH:5]=1)(=[O:18])=[O:17]. Procedure: To a solution of 5-(2-hydroxyethyl)-6-methyl-2-benzofuran-1(3H)-one (1.20 g, 6.25 mmol) and TEA (2.5 g, 25 mmol) in DCM (100 mL) was added MsCl (1.40 g, 12.5 mmol) at 0° C. The mixture was stirred at ambient temperature overnight, then was washed with water and brine. The organic layer was dried and concentrated to dryness. The collected 2-(6-methyl-1-oxo-1,3-dihydro-2-benzofuran-5-yl)ethyl methanesulfonate was used for the next step without any purification. Starting materials: C(C(=O)Cl)(=O)Cl (Oxalyl chloride), ClCCl (dichloromethane), CS(=O)C (DMSO), ClCCl (dichloromethane), OCC1CC(N(C1)C1=CC=CC=C1)=O (4-(hydroxymethyl)-1-phenylpyrrolidin-2-one). Solvent: C(C)N(CC)CC (triethylamine). Reaction conditions: time 20 minute. Product: O=C1CC(CN1C1=CC=CC=C1)C=O (5-oxo-1-phenylpyrrolidine-3-carboaldehyde). As a reaction SMILES: C(Cl)(=O)C(Cl)=O.ClCCl.CS(C)=O.[OH:14][CH2:15][CH:16]1[CH2:20][N:19]([C:21]2[CH:26]=[CH:25][CH:24]=[CH:23][CH:22]=2)[C:18](=[O:27])[CH2:17]1>C(N(CC)CC)C>[O:27]=[C:18]1[N:19]([C:21]2[CH:22]=[CH:23][CH:24]=[CH:25][CH:26]=2)[CH2:20][CH:16]([CH:15]=[O:14])[CH2:17]1. Procedure details: Oxalyl chloride was added to a dichloromethane solution of DMSO at −78° C. and stirred for 20 minutes. Successively, this was mixed with a dichloromethane solution of 4-(hydroxymethyl)-1-phenylpyrrolidin-2-one and then with triethylamine 15 minutes thereafter, and stirred for 30 minutes. Thereafter, work-up and purification were carried out to obtain 5-oxo-1-phenylpyrrolidine-3-carboaldehyde. EN: 188. Reactants: C=O, O=CO, COc1cc(-n2cnc3cc(-c4ccc(Cl)cc4)sc3c2=O)ccc1OCCNCc1ccc(C(C)C)cc1. Yields the product COc1cc(-n2cnc3cc(-c4ccc(Cl)cc4)sc3c2=O)ccc1OCCN(C)Cc1ccc(C(C)C)cc1. As a reaction SMILES: [CH2:40]=[O:41].[CH:42]([OH:43])=[O:44].[Cl:1][c:2]1[cH:3][cH:4][c:5](-[c:8]2[cH:9][c:10]3[n:11][cH:12][n:13](-[c:18]4[cH:19][c:20]([O:38][CH3:39])[c:21]([O:24][CH2:25][CH2:26][NH:27][CH2:28][c:29]5[cH:30][cH:31][c:32]([CH:35]([CH3:36])[CH3:37])[cH:33][cH:34]5)[cH:22][cH:23]4)[c:14](=[O:17])[c:15]3[s:16]2)[cH:6][cH:7]1>>[Cl:1][c:2]1[cH:3][cH:4][c:5](-[c:8]2[cH:9][c:10]3[n:11][cH:12][n:13](-[c:18]4[cH:19][c:20]([O:38][CH3:39])[c:21]([O:24][CH2:25][CH2:26][N:27]([CH2:28][c:29]5[cH:30][cH:31][c:32]([CH:35]([CH3:36])[CH3:37])[cH:33][cH:34]5)[CH3:40])[cH:22][cH:23]4)[c:14](=[O:17])[c:15]3[s:16]2)[cH:6][cH:7]1. Reactants: C(C)OC(CC=1N=CNC1)=O (1H-imidazole-4-acetic acid ethyl ester), [H-].[Na+] (sodium hydride), C[Si](CCOCCl)(C)C (2-trimethylsilylethoxymethyl chloride). Run at time 30 minute. The product is C[Si](CCOCN1C=NC(=C1)CC(=O)OCC)(C)C (1-(2-Trimethylsilylethoxy)methyl-1H-imidazole-4-acetic acid, ethyl ester). Run in C(C)(=O)OCC (ethyl acetate), O1CCCC1 (tetrahydrofuran). Yield: 48.5%. Procedure details: To a solution of 383 gm (2.48 mmol) of 1H-imidazole-4-acetic acid ethyl ester (prepared according to the procedure of Bashkin et al; J. Org. Chem., 1990, 55, 5125-5132.) in 5 mL of dry tetrahydrofuran under a nitrogen atmosphere was added 109 mg (2.73 mmol) of 60% sodium hydride/oil dispersion. The resulting mixture was stirred for 30 minutes at which time was added dropwise by syringe 0.53 mL (3.0 mmol) of 2-trimethylsilylethoxymethyl chloride. The reaction mixture was stirred for 4 hours at ro... As a reaction SMILES: [CH2:1]([O:3][C:4](=[O:11])[CH2:5][C:6]1[N:7]=[CH:8][NH:9][CH:10]=1)[CH3:2].[H-].[Na+].[CH3:14][Si:15]([CH3:22])([CH3:21])[CH2:16][CH2:17][O:18][CH2:19]Cl>O1CCCC1.C(OCC)(=O)C>[CH3:14][Si:15]([CH3:22])([CH3:21])[CH2:16][CH2:17][O:18][CH2:19][N:9]1[CH:10]=[C:6]([CH2:5][C:4]([O:3][CH2:1][CH3:2])=[O:11])[N:7]=[CH:8]1 |f:1.2|. Reactants: C(C)(C)(C)OC(=O)N1C2=C(C(CCC1)N(CC1=CC(=CC(=C1)C(F)(F)F)C(F)(F)F)C(C)=O)C=CC(=C2)Br (tert-butyl-5-[acetyl-(3,5-bistrifluoromethylbenzyl)amino]-8-bromo-2,3,4,5-tetrahydrobenzo[b]azepine-1-carboxylate), CB(O)O (methylboronic acid), [F-].[Cs+] (cesium fluoride). The reagents and catalysts are C1=CC=C(C=C1)P([C-]2C=CC=C2)C3=CC=CC=C3.C1=CC=C(C=C1)P([C-]2C=CC=C2)C3=CC=CC=C3.Cl[Pd]Cl.[Fe+2] ([1,1′-bis(diphenylphosphino)ferrocene]dichloropalladium(II)). Solvent: O1CCOCC1 (dioxane), ClCCl (dichloromethane), ClCCl (dichloromethane). The product is C(C)(C)(C)OC(=O)N1C2=C(C(CCC1)N(CC1=CC(=CC(=C1)C(F)(F)F)C(F)(F)F)C(C)=O)C=CC(=C2)C (tert-Butyl-5-[acetyl-(3,5-bistrifluoromethylbenzyl)amino]-8-methyl-2,3,4,5-tetrahydrobenzo[b]azepine-1-carboxylate). Isolated yield 29.6%. As a reaction SMILES: [C:1]([O:5][C:6]([N:8]1[CH2:14][CH2:13][CH2:12][CH:11]([N:15]([C:31](=[O:33])[CH3:32])[CH2:16][C:17]2[CH:22]=[C:21]([C:23]([F:26])([F:25])[F:24])[CH:20]=[C:19]([C:27]([F:30])([F:29])[F:28])[CH:18]=2)[C:10]2[CH:34]=[CH:35][C:36](Br)=[CH:37][C:9]1=2)=[O:7])([CH3:4])([CH3:3])[CH3:2].[CH3:39]B(O)O.[F-].[Cs+]>O1CCOCC1.ClCCl.C1C=CC(P(C2C=CC=CC=2)[C-]2C=CC=C2)=CC=1.C1C=CC(P(C2C=CC=CC=2)[C-]2C=CC=C2)=CC=1.Cl[Pd]Cl.[Fe+2]>[C:1]([O:5][C:6]([N:8]1[CH2:14][CH2:13][CH2:12][CH:11]([N:15]([C:31](=[O:33])[CH3:32])[CH2:16][C:17]2[CH:22]=[C:21]([C:23]([F:26])([F:25])[F:24])[CH:20]=[C:19]([C:27]([F:30])([F:29])[F:28])[CH:18]=2)[C:10]2[CH:34]=[CH:35][C:36]([CH3:39])=[CH:37][C:9]1=2)=[O:7])([CH3:4])([CH3:3])[CH3:2] |f:2.3,6.7.8.9|. Procedure: Combine tert-butyl-5-[acetyl-(3,5-bistrifluoromethylbenzyl)amino]-8-bromo-2,3,4,5-tetrahydrobenzo[b]azepine-1-carboxylate (0.438 g, 0.719 mmol), methylboronic acid (0.086 g, 1.44 mmol), [1,1′-bis(diphenylphosphino)ferrocene]dichloropalladium(II), complex with dichloromethane (1:1) (0.059 g, 0.072 mmol) and cesium fluoride (0.328 g, 2.16 mmol) in dioxane (2.5 mL) in a 10 mL microwave vessel and irradiate this mixture at 110° C. for 80 min. Dilute the cooled mixture with dichloromethane and filter... Reactants: IC1=C(C(=O)O)C=CC=C1I (2,3-Diiodobenzoic acid), B#B (diborane). The solvent is O1CCCC1 (tetrahydrofuran). Product: IC1=C(CO)C=CC=C1I (2,3-diiodobenzyl alcohol). Reaction SMILES: [I:1][C:2]1[C:10]([I:11])=[CH:9][CH:8]=[CH:7][C:3]=1[C:4](O)=[O:5].B#B>O1CCCC1>[I:1][C:2]1[C:10]([I:11])=[CH:9][CH:8]=[CH:7][C:3]=1[CH2:4][OH:5]. Procedure: 2,3-Diiodobenzoic acid is treated with diborane in tetrahydrofuran to give 2,3-diiodobenzyl alcohol which is oxidized to 2,3-diiodobenzaldehyde with activated manganese dioxide in methylene chloride. Starting materials: C1CCOC1, Cn1c(-c2cccc(N3CCN(C(=O)C4CC4)CC3)c2)nc2ccccc21. Product: Cn1c(-c2cccc(N3CCN(CC4CC4)CC3)c2)nc2ccccc21. Reaction SMILES: [CH2:28]1[O:29][CH2:30][CH2:31][CH2:32]1.[CH:1]1([C:4](=[O:5])[N:6]2[CH2:7][CH2:8][N:9]([c:12]3[cH:13][c:14](-[c:18]4[n:19][c:20]5[c:21]([n:22]4[CH3:23])[cH:24][cH:25][cH:26][cH:27]5)[cH:15][cH:16][cH:17]3)[CH2:10][CH2:11]2)[CH2:2][CH2:3]1>>[CH:1]1([CH2:4][N:6]2[CH2:7][CH2:8][N:9]([c:12]3[cH:13][c:14](-[c:18]4[n:19][c:20]5[c:21]([n:22]4[CH3:23])[cH:24][cH:25][cH:26][cH:27]5)[cH:15][cH:16][cH:17]3)[CH2:10][CH2:11]2)[CH2:2][CH2:3]1.